Dataset: the Open Reaction Database (ORD), a public repository of structured organic reaction records. Task: describe an organic reaction: reactants, conditions, products, and yield Starting materials: C1(CC1)S(=O)(=O)N[C@H]1C[C@H]([C@H](C1)C(=O)OCC)CC ((1S,2R,4S)-ethyl 4-(cyclopropanesulfonamido)-2-ethylcyclopentanecarboxylate), [OH-].[Na+] (NaOH), Cl (HCl). Conditions: time 8 hour. The product is C1(CC1)S(=O)(=O)N[C@H]1C[C@H]([C@H](C1)C(=O)O)CC ((1S,2R,4S)-4-(cyclopropanesulfonamido)-2-ethylcyclopentanecarboxylic acid). Reaction SMILES: [CH:1]1([S:4]([NH:7][C@@H:8]2[CH2:12][C@H:11]([C:13]([O:15]CC)=[O:14])[C@H:10]([CH2:18][CH3:19])[CH2:9]2)(=[O:6])=[O:5])[CH2:3][CH2:2]1.[OH-].[Na+].Cl>>[CH:1]1([S:4]([NH:7][C@@H:8]2[CH2:12][C@H:11]([C:13]([OH:15])=[O:14])[C@H:10]([CH2:18][CH3:19])[CH2:9]2)(=[O:6])=[O:5])[CH2:2][CH2:3]1 |f:1.2|. Procedure details: To a flask containing (1S,2R,4S)-ethyl 4-(cyclopropanesulfonamido)-2-ethylcyclopentanecarboxylate (11.1 g, 38.4 mmol, Example #15, Step F) was added aqueous NaOH (1 N, 210 mL, 210 mmol). After stirring at ambient temperature for about 8 h, the reaction was acidified to about pH 1 using 6 N aqueous HCl and extracted with DCM (3×150 mL). The combined organic layers were washed with brine, dried over anhydrous MgSO4, filtered, and concentrated under reduced pressure to give (1S,2R,4S)-4-(cyclopropa... The reactants are C#CCCCC, CCNc1nc2c(N)nc(I)nc2n1C1OC(CO)C(O)C1O. Product: CCCCC#Cc1nc(N)c2nc(NCC)n(C3OC(CO)C(O)C3O)c2n1. Reaction SMILES: [CH:24]#[C:25][CH2:26][CH2:27][CH2:28][CH3:29].[I:1][c:2]1[n:3][c:4]([NH2:23])[c:5]2[n:6][c:7]([NH:20][CH2:21][CH3:22])[n:8]([CH:9]3[CH:10]([OH:11])[CH:12]([OH:13])[CH:14]([CH2:15][OH:16])[O:17]3)[c:18]2[n:19]1>>[c:2]1([C:24]#[C:25][CH2:26][CH2:27][CH2:28][CH3:29])[n:3][c:4]([NH2:23])[c:5]2[n:6][c:7]([NH:20][CH2:21][CH3:22])[n:8]([CH:9]3[CH:10]([OH:11])[CH:12]([OH:13])[CH:14]([CH2:15][OH:16])[O:17]3)[c:18]2[n:19]1. Reactants: ClCC1=NOC=N1 (3-(chloromethyl)-1,2,4-oxadiazole), C([O-])([O-])=O.[K+].[K+] (Potassium carbonate), [I-].[K+] (potassium iodide), COC1=CC=C(C=C1)N1N=C(N=C1C1=CC=C(C=C1)OC)O (1,5-bis(4-methoxyphenyl)-1H-1,2,4-triazol-3-ol). The solvent is O (water), C(C)(=O)OCC (ethyl acetate), CN(C=O)C (dimethylformamide). Reaction conditions: temperature 100 celsius, time 5 minute. The product is COC1=CC=C(C=C1)N1N=C(N=C1C1=CC=C(C=C1)OC)OCC1=NOC=N1 (3-({[1,5-bis(4-methoxyphenyl)-1H-1,2,4-triazol-3-yl]oxy}methyl)-1,2,4-oxadiazole). Yield: 43.1%. Reaction SMILES: C(=O)([O-])[O-].[K+].[K+].[I-].[K+].[CH3:9][O:10][C:11]1[CH:16]=[CH:15][C:14]([N:17]2[C:21]([C:22]3[CH:27]=[CH:26][C:25]([O:28][CH3:29])=[CH:24][CH:23]=3)=[N:20][C:19]([OH:30])=[N:18]2)=[CH:13][CH:12]=1.Cl[CH2:32][C:33]1[N:37]=[CH:36][O:35][N:34]=1>CN(C)C=O.O.C(OCC)(=O)C>[CH3:9][O:10][C:11]1[CH:12]=[CH:13][C:14]([N:17]2[C:21]([C:22]3[CH:27]=[CH:26][C:25]([O:28][CH3:29])=[CH:24][CH:23]=3)=[N:20][C:19]([O:30][CH2:32][C:33]3[N:37]=[CH:36][O:35][N:34]=3)=[N:18]2)=[CH:15][CH:16]=1 |f:0.1.2,3.4|. Procedure details: Potassium carbonate (279 mg, 2.02 mmol) and potassium iodide (335 mg, 2.02 mmol) was added to a solution of 1,5-bis(4-methoxyphenyl)-1H-1,2,4-triazol-3-ol (200 mg, 0.673 mmol) in dimethylformamide (2 mL). After 5 minutes stirring, 3-(chloromethyl)-1,2,4-oxadiazole (239 mg, 2.02 mmol) was added to the mixture and the mixture was heated at 100° C. for 1 hour. After cooling, ethyl acetate and water were poured into the mixture. The organic layer was separated, washed with water and brine, and dried...